This data is from the Open Reaction Database (ORD), a public repository of structured organic reaction records. The task is: describe an organic reaction: reactants, conditions, products, and yield Reactants: C1C(C)O1 (propyleneoxide), C(C)(C)(C)C1CCC(CC1)O (4-tert-butylcyclohexanol), C(C)(C)(C)C1C(CCCC1)O (2-tert-butylcyclohexanol). Yields the product C(C)(C)(C)C1CCC(CC1)O (4-tert-butylcyclohexanol), C(C)(C)(C)C1CCC(CC1)OCC(C)(O)C (1-(4-tert-butylcyclohexyloxy)-2-methyl-2-propanol). Reaction SMILES: [C:1]([CH:5]1[CH2:10][CH2:9][CH:8]([OH:11])[CH2:7][CH2:6]1)([CH3:4])([CH3:3])[CH3:2].[C:12]([CH:16]1[CH2:21][CH2:20][CH2:19][CH2:18][CH:17]1O)([CH3:15])([CH3:14])[CH3:13].[CH2:23]1[O:26][CH:24]1[CH3:25]>>[C:1]([CH:5]1[CH2:6][CH2:7][CH:8]([OH:11])[CH2:9][CH2:10]1)([CH3:4])([CH3:2])[CH3:3].[C:12]([CH:16]1[CH2:21][CH2:20][CH:19]([O:11][CH2:8][C:24]([CH3:23])([OH:26])[CH3:25])[CH2:18][CH2:17]1)([CH3:15])([CH3:14])[CH3:13]. Procedure details: The synthesis was carried out in the same manner as described in Example 1, except that 20.0 g (0.128 mol) of 4-tert-butylcyclohexanol (cis:trans=4:6) and 8.8 g (0.128 mol) of 2-methylpropionoxide were used instead of 30.0 g (0.192 mol) of 2-tert-butylcyclohexanol (cis:trans=8:2) and 11.1 g (0.192 mol) of propyleneoxide. 6.2 g of 4-tert-butylcyclohexanol and 14.6 g of 1-(4-tert-butylcyclohexyloxy)-2-methyl-2-propanol (cis:trans=4:6) were obtained in a 50% yield. Starting materials: C(=O)=O (CO2), C(C)(C)(C)OC(NC(CN1N=CC(=C1)C1=CC2=C(C=3N=C(SC3CCO2)C=2N(N=CN2)CC(F)(F)F)C=C1)(C)C)=O ([1,1-Dimethyl-2-(4-{2-[2-(2,2,2-trifluoro-ethyl)-2H-[1,2,4]triazol-3-yl]-4,5-dihydro-6-oxa-3-thia-1-aza-benzo[e]azulen-8-yl}-pyrazol-1-yl)-ethyl]-carbamic acid tert-butyl ester), C(Cl)Cl (methylene chloride), FC(C(=O)O)(F)F (trifluoroacetic acid). The product is CC(CN1N=CC(=C1)C1=CC2=C(C=3N=C(SC3CCO2)C=2N(N=CN2)CC(F)(F)F)C=C1)(C)N (1,1-Dimethyl-2-(4-{2-[2-(2,2,2-trifluoro-ethyl)-2H-[1,2,4]triazol-3-yl]-4,5-dihydro-6-oxa-3-thia-1-aza-benzo[e]azulen-8-yl}-pyrazol-1-yl)-ethylamine). Isolated yield 15.0%. RXN SMILES: C(OC(=O)[NH:7][C:8]([CH3:40])([CH3:39])[CH2:9][N:10]1[CH:14]=[C:13]([C:15]2[CH:38]=[CH:37][C:18]3[C:19]4[N:20]=[C:21]([C:27]5[N:28]([CH2:32][C:33]([F:36])([F:35])[F:34])[N:29]=[CH:30][N:31]=5)[S:22][C:23]=4[CH2:24][CH2:25][O:26][C:17]=3[CH:16]=2)[CH:12]=[N:11]1)(C)(C)C.C(Cl)Cl.FC(F)(F)C(O)=O.C(=O)=O>>[CH3:40][C:8]([NH2:7])([CH3:39])[CH2:9][N:10]1[CH:14]=[C:13]([C:15]2[CH:38]=[CH:37][C:18]3[C:19]4[N:20]=[C:21]([C:27]5[N:28]([CH2:32][C:33]([F:36])([F:35])[F:34])[N:29]=[CH:30][N:31]=5)[S:22][C:23]=4[CH2:24][CH2:25][O:26][C:17]=3[CH:16]=2)[CH:12]=[N:11]1. Reported procedure: To a round bottom flask containing [1,1-Dimethyl-2-(4-{2-[2-(2,2,2-trifluoro-ethyl)-2H-[1,2,4]triazol-3-yl]-4,5-dihydro-6-oxa-3-thia-1-aza-benzo[e]azulen-8-yl}-pyrazol-1-yl)-ethyl]-carbamic acid tert-butyl ester (0.175 g, 0.000297 mol) in methylene chloride (1.1 mL, 0.017 mol) was added trifluoroacetic acid (1.3 mL, 0.017 mol). The solution was stirred at room temperature until CO2 evolution stopped (30 minutes). The solvent was removed in vacuo and purified by reverse-phase HPLC to give 393 (21... The reactants are Cl, Nc1ccc(Sc2ccncc2)c(F)c1, Nc1nc(Cl)cc(Cl)n1, [NH4+], [OH-], O. Product: Nc1nc(Cl)cc(Nc2ccc(Sc3ccncc3)c(F)c2)n1. As a reaction SMILES: [ClH:25].[F:10][c:11]1[cH:12][c:13]([NH2:14])[cH:15][cH:16][c:17]1[S:18][c:19]1[cH:20][cH:21][n:22][cH:23][cH:24]1.[NH2:1][c:2]1[n:3][c:4]([Cl:9])[cH:5][c:6]([Cl:8])[n:7]1.[NH4+:26].[OH-:27].[OH2:28]>>[NH2:1][c:2]1[n:3][c:4]([NH:14][c:13]2[cH:12][c:11]([F:10])[c:17]([S:18][c:19]3[cH:20][cH:21][n:22][cH:23][cH:24]3)[cH:16][cH:15]2)[cH:5][c:6]([Cl:8])[n:7]1. Reactants: C(=O)(C(F)(F)F)O (TFA), COC1=CC=C(C=N1)NCCC1=CC=C(C=C1)C(F)(F)F ((6-methoxy-pyridin-3-yl)-[2-(4-trifluoromethyl-phenyl)-ethyl]-amine), COC1=C(C=CC=C1)CC(=O)O ((2-methoxy-phenyl)-acetic acid). Product: COC1=C(C=CC=C1)CC(=O)N(CCC1=CC=C(C=C1)C(F)(F)F)C=1C=NC(=CC1)OC (2-(2-Methoxy-phenyl)-N-(6-methoxy-pyridin-3-yl)-N-[2-(4-trifluoromethyl-phenyl)-ethyl]-acetamide). As a reaction SMILES: C(O)(C(F)(F)F)=O.[CH3:8][O:9][C:10]1[N:15]=[CH:14][C:13]([NH:16][CH2:17][CH2:18][C:19]2[CH:24]=[CH:23][C:22]([C:25]([F:28])([F:27])[F:26])=[CH:21][CH:20]=2)=[CH:12][CH:11]=1.[CH3:29][O:30][C:31]1[CH:36]=[CH:35][CH:34]=[CH:33][C:32]=1[CH2:37][C:38](O)=[O:39]>>[CH3:29][O:30][C:31]1[CH:36]=[CH:35][CH:34]=[CH:33][C:32]=1[CH2:37][C:38]([N:16]([C:13]1[CH:14]=[N:15][C:10]([O:9][CH3:8])=[CH:11][CH:12]=1)[CH2:17][CH2:18][C:19]1[CH:24]=[CH:23][C:22]([C:25]([F:28])([F:27])[F:26])=[CH:21][CH:20]=1)=[O:39]. Procedure: In analogy to example 33, step 2, without TFA addition, (6-methoxy-pyridin-3-yl)-[2-(4-trifluoromethyl-phenyl)-ethyl]-amine, prepared in example 33, step 1) was coupled to (2-methoxy-phenyl)-acetic acid (commercially available) to give the title compound. MS m/e: 445.3 [M+H]+. The product is FC(OC=1C=CC(=C(C1)C(=O)N1CCC(CC1)N1N=C(C(C1=O)(C)C)C1=CC=C(C2=C1CC(O2)(C)C)OC)C)F (2-(1-{[5-(Difluoromethoxy)-2-methyl phenyl]carbonyl}piperidin-4-yl)-5-(7-methoxy-2,2-dimethyl-2,3-dihydro-1-benzofuran-4-yl)-4,4-dimethyl-2,4-dihydro-3H-pyrazol-3-one). Procedure: The title compound is prepared analogously as described for GP2-WU2 using 5-(7-methoxy-2,2-dimethyl-2,3-dihydro-1-benzofuran-4-yl)-4,4-dimethyl-2-piperidin-4-yl-2,4-dihydro-3H-pyrazol-3-one (compound B5) and 5-(difluoromethoxy)-2-methylbenzoic acid (compound F4) as starting compounds. The crude product is purified by chromatography (amino phase silica gel and DCM) and by crystallization from DCM and diethyl ether to yield the title compound. Starting materials: Cl.COC1=CC=C(C=2CC(OC21)(C)C)C=2C(C(N(N2)C2CCNCC2)=O)(C)C (5-(7-methoxy-2,2-dimethyl-2,3-dihydro-1-benzofuran-4-yl)-4,4-dimethyl-2-(piperidin-4-yl)-2,4-dihydro-3H-pyrazol-3-one hydrochloride), FC(OC=1C=CC(=C(C(=O)O)C1)C)F (5-(difluoromethoxy)-2-methylbenzoic acid), Cl.COC1=CC=C(C=2CC(OC21)(C)C)C=2C(C(N(N2)C2CCNCC2)=O)(C)C (5-(7-methoxy-2,2-dimethyl-2,3-dihydro-1-benzofuran-4-yl)-4,4-dimethyl-2-(piperidin-4-yl)-2,4-dihydro-3H-pyrazol-3-one hydrochloride), FC(OC=1C=CC(=C(C(=O)O)C1)C)F (5-(difluoromethoxy)-2-methylbenzoic acid). As a reaction SMILES: Cl.[CH3:2][O:3][C:4]1[C:12]2[O:11][C:10]([CH3:14])([CH3:13])[CH2:9][C:8]=2[C:7]([C:15]2[C:16]([CH3:28])([CH3:27])[C:17](=[O:26])[N:18]([CH:20]3[CH2:25][CH2:24][NH:23][CH2:22][CH2:21]3)[N:19]=2)=[CH:6][CH:5]=1.[F:29][CH:30]([F:42])[O:31][C:32]1[CH:33]=[CH:34][C:35]([CH3:41])=[C:36]([CH:40]=1)[C:37](O)=[O:38]>>[F:29][CH:30]([F:42])[O:31][C:32]1[CH:33]=[CH:34][C:35]([CH3:41])=[C:36]([C:37]([N:23]2[CH2:24][CH2:25][CH:20]([N:18]3[C:17](=[O:26])[C:16]([CH3:28])([CH3:27])[C:15]([C:7]4[C:8]5[CH2:9][C:10]([CH3:14])([CH3:13])[O:11][C:12]=5[C:4]([O:3][CH3:2])=[CH:5][CH:6]=4)=[N:19]3)[CH2:21][CH2:22]2)=[O:38])[CH:40]=1 |f:0.1|. Reactants: BrC1=CC2=C(CCC=3C=NC(=NC23)NC=2C=C(C=CC2)S(=O)(=O)N)S1 (3-(8-Bromo-5,6-dihydro-thieno[2,3-h]quinazolin-2-ylamino)-benzenesulfonamide), C1(=CC=CC=C1)B(O)O (Phenyl boronic acid), C(=O)([O-])[O-].[Na+].[Na+] (Na2CO3), CCO.O (EtOH H2O). The reagents and catalysts are C=1C=CC(=CC1)[P](C=2C=CC=CC2)(C=3C=CC=CC3)[Pd]([P](C=4C=CC=CC4)(C=5C=CC=CC5)C=6C=CC=CC6)([P](C=7C=CC=CC7)(C=8C=CC=CC8)C=9C=CC=CC9)[P](C=1C=CC=CC1)(C=1C=CC=CC1)C=1C=CC=CC1 (Pd(PPh3)4). The solvent is COCCOC (DME). Product: C1(=CC=CC=C1)C1=CC2=C(CCC=3C=NC(=NC23)NC=2C=C(C=CC2)S(=O)(=O)N)S1 (3-(8-Phenyl-5,6-dihydro-thieno[2,3-h]quinazolin-2-ylamino)-benzenesulfonamide). As a reaction SMILES: Br[C:2]1[S:25][C:5]2[CH2:6][CH2:7][C:8]3[CH:9]=[N:10][C:11]([NH:14][C:15]4[CH:16]=[C:17]([S:21]([NH2:24])(=[O:23])=[O:22])[CH:18]=[CH:19][CH:20]=4)=[N:12][C:13]=3[C:4]=2[CH:3]=1.[C:26]1(B(O)O)[CH:31]=[CH:30][CH:29]=[CH:28][CH:27]=1.C([O-])([O-])=O.[Na+].[Na+].CCO.O>C1C=CC([P]([Pd]([P](C2C=CC=CC=2)(C2C=CC=CC=2)C2C=CC=CC=2)([P](C2C=CC=CC=2)(C2C=CC=CC=2)C2C=CC=CC=2)[P](C2C=CC=CC=2)(C2C=CC=CC=2)C2C=CC=CC=2)(C2C=CC=CC=2)C2C=CC=CC=2)=CC=1.COCCOC>[C:26]1([C:2]2[S:25][C:5]3[CH2:6][CH2:7][C:8]4[CH:9]=[N:10][C:11]([NH:14][C:15]5[CH:16]=[C:17]([S:21]([NH2:24])(=[O:23])=[O:22])[CH:18]=[CH:19][CH:20]=5)=[N:12][C:13]=4[C:4]=3[CH:3]=2)[CH:31]=[CH:30][CH:29]=[CH:28][CH:27]=1 |f:2.3.4,5.6,^1:48,50,69,88|. Procedure details: To the 3-(8-Bromo-5,6-dihydro-thieno[2,3-h]quinazolin-2-ylamino)-benzenesulfonamide (200 mg, 0.46 mmol) in a 10 mL microwave reaction tube was added Phenyl boronic acid (56 mg, 0.46 mmol), 2M Na2CO3(aq) (920 μL, 1.84 mmol), Pd(PPh3)4 (5.3 mg, 0.0046 mmol), 3:4 EtOH/H2O (1.5 mL) and DME (2.5 mL). Product: COC1=C(C(=O)NC2C(CCCC2)NC2CCOCC2)C(=CC(=C1)C(F)(F)F)C(F)(F)F (2-Methoxy-N-[(1RS,2SR)-2-(tetrahydro-pyran-4-ylamino)-cyclohexyl]-4,6-bis-trifluoromethyl-benzamide). Starting materials: N[C@@H]1[C@@H](CCCC1)NC(C1=C(C=C(C=C1C(F)(F)F)C(F)(F)F)OC)=O (cis-N-(2-Amino-cyclohexyl)-2-methoxy-4,6-bis-trifluoromethyl-benzamide), N[C@@H]1[C@@H](CCCC1)NC(C1=C(C=C(C=C1C(F)(F)F)C(F)(F)F)OC)=O (cis-N-(2-Amino-cyclohexyl)-2-methoxy-4,6-bis-trifluoromethyl-benzamide), O1CCC(CC1)=O (tetrahydro-4H-pyran-4-one). Reaction SMILES: [NH2:1][C@H:2]1[CH2:7][CH2:6][CH2:5][CH2:4][C@H:3]1[NH:8][C:9](=[O:26])[C:10]1[C:15]([C:16]([F:19])([F:18])[F:17])=[CH:14][C:13]([C:20]([F:23])([F:22])[F:21])=[CH:12][C:11]=1[O:24][CH3:25].[O:27]1[CH2:32][CH2:31][C:30](=O)[CH2:29][CH2:28]1>>[CH3:25][O:24][C:11]1[CH:12]=[C:13]([C:20]([F:21])([F:22])[F:23])[CH:14]=[C:15]([C:16]([F:19])([F:18])[F:17])[C:10]=1[C:9]([NH:8][CH:3]1[CH2:4][CH2:5][CH2:6][CH2:7][CH:2]1[NH:1][CH:30]1[CH2:31][CH2:32][O:27][CH2:28][CH2:29]1)=[O:26]. Procedure: The title compound, off-white foam, MS: m/e=469.3 [(M+H)+], was prepared in accordance with the general method of example 11 from cis-N-(2-amino-cyclohexyl)-2-methoxy-4,6-bis-trifluoromethyl-benzamide (intermediate H) and tetrahydro-4H-pyran-4-one. Starting materials: ClC1=NC=NC=C1Cl (4,5-dichloropyrimidine), NC1CN(CC1)C(=O)OC(C)(C)C (3-amino-Boc-pyrrolidine), CCN(C(C)C)C(C)C (DIPEA). Solvent: C(CCC)O (n-butanol). The product is ClC1=CC(=NC=N1)NC1CN(CC1)C(=O)OC(C)(C)C (tert-butyl 3-(6-chloropyrimidin-4-ylamino)pyrrolidine-1-carboxylate). The yield is 51.5%. Reaction SMILES: [Cl:1][C:2]1[C:7](Cl)=[CH:6][N:5]=[CH:4][N:3]=1.[NH2:9][CH:10]1[CH2:14][CH2:13][N:12]([C:15]([O:17][C:18]([CH3:21])([CH3:20])[CH3:19])=[O:16])[CH2:11]1.CCN(C(C)C)C(C)C>C(O)CCC>[Cl:1][C:2]1[N:3]=[CH:4][N:5]=[C:6]([NH:9][CH:10]2[CH2:14][CH2:13][N:12]([C:15]([O:17][C:18]([CH3:21])([CH3:20])[CH3:19])=[O:16])[CH2:11]2)[CH:7]=1. Procedure: A solution of 4,5-dichloropyrimidine (0.6 g, 4.02 mmol), 3-amino-Boc-pyrrolidine (0.5 g, 2.6 mmol) and DIPEA (1.73 g, 13.3 mmol) in n-butanol (5.0 mL) was heated in a pressure tube (120° C., 12 h). It was cooled, quenched with water (10 mL), and was extracted with EtOAc (2×25 mL). The combined EtOAc extract was washed with water (5 mL), brine (5 mL), dried over Na2SO4 and concentrated under reduced pressure to afford tert-butyl 3-(6-chloropyrimidin-4-ylamino)pyrrolidine-1-carboxylate (0.4 g, 50%... Starting materials: ClS(=O)(=O)C=1C=C(C(=O)O)C=CC1NC (3-(chlorosulfonyl)-4-(methylamino)benzoic acid), C1NCC2=CC=CC=C12 (isoindoline). The product is C1N(CC2=CC=CC=C12)S(=O)(=O)C=1C=C(C(=O)O)C=CC1NC (3-(isoindolin-2-ylsulfonyl)-4-(methylamino)benzoic acid). Reaction SMILES: Cl[S:2]([C:5]1[CH:6]=[C:7]([CH:11]=[CH:12][C:13]=1[NH:14][CH3:15])[C:8]([OH:10])=[O:9])(=[O:4])=[O:3].[CH2:16]1[C:24]2[C:19](=[CH:20][CH:21]=[CH:22][CH:23]=2)[CH2:18][NH:17]1>>[CH2:16]1[C:24]2[C:19](=[CH:20][CH:21]=[CH:22][CH:23]=2)[CH2:18][N:17]1[S:2]([C:5]1[CH:6]=[C:7]([CH:11]=[CH:12][C:13]=1[NH:14][CH3:15])[C:8]([OH:10])=[O:9])(=[O:4])=[O:3]. Procedure: 3-(Chlorosulfonyl)-4-(methylamino)benzoic acid 1.2 was reacted with isoindoline Ab following the procedure described in Example 1A. MS analysis (m−1)=331.